From a dataset of the Open Reaction Database (ORD), a public repository of structured organic reaction records. describe an organic reaction: reactants, conditions, products, and yield Reactants: BrC=1C=2N(C=CC1)C(=C(N2)SC)CO ([8-bromo-2-(methylsulfanyl)imidazo[1,2-a]pyridin-3-yl]methanol). Reagents/catalysts: [O-2].[Mn+4].[O-2] (manganese (IV) oxide). The solvent is CC(=O)C (acetone). Run at time 8 hour. Yields the product BrC=1C=2N(C=CC1)C(=C(N2)SC)C (8-bromo-3-methyl-2-(methylsulfanyl)imidazo[1,2-a]pyridine). The yield is 19.9%. As a reaction SMILES: [Br:1][C:2]1[C:3]2[N:4]([C:8]([CH2:13]O)=[C:9]([S:11][CH3:12])[N:10]=2)[CH:5]=[CH:6][CH:7]=1>CC(C)=O.[O-2].[Mn+4].[O-2]>[Br:1][C:2]1[C:3]2[N:4]([C:8]([CH3:13])=[C:9]([S:11][CH3:12])[N:10]=2)[CH:5]=[CH:6][CH:7]=1 |f:2.3.4|. Procedure: The resulting [8-bromo-2-(methylsulfanyl)imidazo[1,2-a]pyridin-3-yl]methanol (640 mg) was dissolved in acetone (50 mL), then activated manganese (IV) oxide (4 g) was added thereto, and the mixture was stirred overnight. Manganese (IV) oxide was filtered off through Celite, and the filtrate was evaporated. The resulting residue was purified by column chromatography using silica gel (ethyl acetate:n-hexane=1:10), to give 8-bromo-3-methyl-2-(methylsulfanyl)imidazo[1,2-a]pyridine (120 mg) as a brown... Starting materials: FC1=C(C=CC(=C1)I)NC1=C(C(=O)O)C=CN=C1 (3-[(2-fluoro-4-iodophenyl)amino]isonicotinic acid), FC1=C(C=CC(=C1)I)NC1=C(C(=O)O)C=CN=C1 (3-[(2-fluoro-4-iodophenyl)amino]isonicotinic acid), ClC1=CC=C2C(=CC=NC2=C1)NN (7-chloroquinolin-4-yl-hydrazine). The product is ClC1=CC=C2C(=CC=NC2=C1)NNC(C1=C(C=NC=C1)NC1=C(C=C(C=C1)I)F)=O (N′-(7-chloroquinolin-4-yl)-3-[(2-fluoro-4-iodophenyl)amino]isonicotino-hydrazide). Reaction SMILES: [F:1][C:2]1[CH:7]=[C:6]([I:8])[CH:5]=[CH:4][C:3]=1[NH:9][C:10]1[CH:18]=[N:17][CH:16]=[CH:15][C:11]=1[C:12]([OH:14])=O.[Cl:19][C:20]1[CH:29]=[C:28]2[C:23]([C:24]([NH:30][NH2:31])=[CH:25][CH:26]=[N:27]2)=[CH:22][CH:21]=1>>[Cl:19][C:20]1[CH:29]=[C:28]2[C:23]([C:24]([NH:30][NH:31][C:12](=[O:14])[C:11]3[CH:15]=[CH:16][N:17]=[CH:18][C:10]=3[NH:9][C:3]3[CH:4]=[CH:5][C:6]([I:8])=[CH:7][C:2]=3[F:1])=[CH:25][CH:26]=[N:27]2)=[CH:22][CH:21]=1. Procedure details: N′-(7-chloroquinolin-4-yl)-3-[(2-fluoro-4-iodophenyl)amino]isonicotino-hydrazide was synthesized according to the procedure for General Method 1, outlined above, starting with 0.33 mmol of 3-[(2-fluoro-4-iodophenyl)amino]isonicotinic acid (intermediate 1) and 0.50 mmol of 7-chloroquinolin-4-yl-hydrazine. LC/MS [7.69 min; 534 (M+1)] The reactants are C1CCOC1, CC(C)(C)[O-], COC(=O)CBr, CC(c1ccc(Cl)cc1Cl)C(O)(c1cc[nH]c(=O)c1)C(F)(F)F, [K+], O. Product: COC(=O)Cn1ccc(C(O)(C(C)c2ccc(Cl)cc2Cl)C(F)(F)F)cc1=O. As a reaction SMILES: [CH2:37]1[O:38][CH2:39][CH2:40][CH2:41]1.[CH3:24][C:25]([CH3:26])([O-:27])[CH3:28].[CH3:30][O:31][C:32]([CH2:33][Br:34])=[O:35].[Cl:1][c:2]1[c:3]([CH:9]([C:10]([C:11]([F:12])([F:13])[F:14])([OH:15])[c:16]2[cH:17][c:18](=[O:22])[nH:19][cH:20][cH:21]2)[CH3:23])[cH:4][cH:5][c:6]([Cl:8])[cH:7]1.[K+:29].[OH2:36]>>[Cl:1][c:2]1[c:3]([CH:9]([C:10]([C:11]([F:12])([F:13])[F:14])([OH:15])[c:16]2[cH:17][c:18](=[O:22])[n:19]([CH2:33][C:32]([O:31][CH3:30])=[O:35])[cH:20][cH:21]2)[CH3:23])[cH:4][cH:5][c:6]([Cl:8])[cH:7]1. Reactants: C(C=C)(=O)O (Acrylic acid), OCCOC(C=C)=O (hydroxyethylacrylate), C(CS)(=O)O (Thioglycolic acid), OO (hydrogen peroxide). The solvent is O (water). Product: OCCOC(C=C)=O.C(C=C)(=O)[O-] (Hydroxyethylacrylate Acrylate). As a reaction SMILES: [C:1]([OH:5])(=[O:4])[CH:2]=[CH2:3].[OH:6][CH2:7][CH2:8][O:9][C:10](=[O:13])[CH:11]=[CH2:12].C(O)(=O)CS.OO>O>[OH:6][CH2:7][CH2:8][O:9][C:10](=[O:13])[CH:11]=[CH2:12].[C:1]([O-:5])(=[O:4])[CH:2]=[CH2:3] |f:5.6|. Procedure details: Acrylic acid (8.53%), hydroxyethylacrylate (2.84%) and water (31%) were charged to a reaction vessel placed under a nitrogen atmosphere. Thioglycolic acid (1.8%) and 35% aqueous hydrogen peroxide (1.8%) were charged with mixing to the same vessel with flushing between charges. At the completion of the exotherm. Sodium hydroxide (6.4%) aqueous was added with the stirring while maintaining a temperature below 70° C. Seven percent water is added and the material mixed further to produce Composition... The reactants are CC(C)(C)OC(=O)OC(C)(C)C, CC(C)(C)O, Nc1ccccn1. Product: CC(C)(C)OC(=O)Nc1ccccn1. Reaction SMILES: [C:1]([O:2][C:3]([CH3:4])([CH3:5])[CH3:6])([O:7][C:8]([CH3:9])([CH3:10])[CH3:11])=[O:12].[C:20]([OH:21])([CH3:22])([CH3:23])[CH3:24].[NH2:13][c:14]1[n:15][cH:16][cH:17][cH:18][cH:19]1>>[C:1]([O:7][C:8]([CH3:9])([CH3:10])[CH3:11])(=[O:12])[NH:13][c:14]1[n:15][cH:16][cH:17][cH:18][cH:19]1.